Dataset: the Open Reaction Database (ORD), a public repository of structured organic reaction records. Task: describe an organic reaction: reactants, conditions, products, and yield Starting materials: CN(C)Cc1cccc(OCCCN)c1, CO, COc1c(N)c(=O)c1=O. Product: CN(C)Cc1cccc(OCCCNc2c(N)c(=O)c2=O)c1. RXN SMILES: [CH3:1][N:2]([CH3:3])[CH2:4][c:5]1[cH:6][c:7]([O:8][CH2:9][CH2:10][CH2:11][NH2:12])[cH:13][cH:14][cH:15]1.[CH3:25][OH:26].[NH2:16][c:17]1[c:18]([O:23][CH3:24])[c:19](=[O:22])[c:20]1=[O:21]>>[CH3:1][N:2]([CH3:3])[CH2:4][c:5]1[cH:6][c:7]([O:8][CH2:9][CH2:10][CH2:11][NH:12][c:18]2[c:17]([NH2:16])[c:20](=[O:21])[c:19]2=[O:22])[cH:13][cH:14][cH:15]1. The reactants are Br.N[C@H](C(=O)N)C ((S)-2-aminopropanamide monohydrobromide), C(C)(=O)[O-].[Na+] (sodium acetate), ClC1=C(C=O)C(=CC=C1[N+](=O)[O-])Cl (2,6-dichloro-3-nitrobenzaldehyde), [B-]C#N.[Na+] (sodium cyanotrihydroborate), Cl (HCl). The solvent is CO (methanol), CO (methanol). Reaction conditions: time 0.5 hour. Product: 10.29, ClC1=C(C(=CC=C1[N+](=O)[O-])Cl)CN[C@H](C(=O)N)C ((S)-2-[[(2,6-dichloro-3-nitrophenyl)methyl]amino]propanamide). The yield is 70.7%. As a reaction SMILES: Br.[NH2:2][C@@H:3]([CH3:7])[C:4]([NH2:6])=[O:5].C([O-])(=O)C.[Na+].[Cl:13][C:14]1[C:21]([N+:22]([O-:24])=[O:23])=[CH:20][CH:19]=[C:18]([Cl:25])[C:15]=1[CH:16]=O.[B-]C#N.[Na+].Cl>CO>[Cl:13][C:14]1[C:21]([N+:22]([O-:24])=[O:23])=[CH:20][CH:19]=[C:18]([Cl:25])[C:15]=1[CH2:16][NH:2][C@@H:3]([CH3:7])[C:4]([NH2:6])=[O:5] |f:0.1,2.3,5.6|. Procedure: To a homogeneous solution of 8.42 parts of (S)-2-aminopropanamide monohydrobromide, 12.26 parts of sodium acetate and 79 parts of methanol there were added 10.96 parts of 2,6-dichloro-3-nitrobenzaldehyde and, after 1/2 hour, a mixture of 3.77 parts of sodium cyanotrihydroborate and 7.9 parts of methanol. The whole was stirred for 45 min at room temperature. After acidifying to pH 1 with HCl (3N), stirring was continued overnight. The reaction mixture was evaporated and the residue was basified w... Reactants: COC=1C=C(C=CC1)C1CCC(N1)=O (5-(3-methoxyphenyl)-2-pyrrolidinone), [H-].[Al+3].[Li+].[H-].[H-].[H-] (lithium aluminum hydride). The solvent is O1CCCC1 (tetrahydrofuran), O1CCCC1 (tetrahydrofuran). Product: COC=1C=C(C=CC1)C1NCCC1 (2-(3-methoxyphenyl)pyrrolidine). RXN SMILES: [CH3:1][O:2][C:3]1[CH:4]=[C:5]([CH:9]2[NH:13][C:12](=O)[CH2:11][CH2:10]2)[CH:6]=[CH:7][CH:8]=1.[H-].[Al+3].[Li+].[H-].[H-].[H-]>O1CCCC1>[CH3:1][O:2][C:3]1[CH:4]=[C:5]([CH:9]2[CH2:10][CH2:11][CH2:12][NH:13]2)[CH:6]=[CH:7][CH:8]=1 |f:1.2.3.4.5.6|. Procedure details: To a stirred solution of 5-(3-methoxyphenyl)-2-pyrrolidinone (5.00 g) and tetrahydrofuran (260 ml), at ambient temperature, under nitrogen, was added lithium aluminum hydride (39.3 ml, 1M in tetrahydrofuran). The mixture was heated under reflux for 6 hrs, cooled to ambient temperature, and aqueous tetrahydrofuran was added slowly. The suspension was concentrated, and the residue was dissolved in dilute aqueous sulfuric acid. The solution was made basic (pH 12) by the slow addition of aqueous sod... The reactants are ClC1=C(C=CC(=C1)C=1C=NN(C1)C)C1=NN=C(S1)N(C1CC(NC(C1)(C)C)(C)C)C (5-(2-Chloro-4-(1-methyl-1H-pyrazol-4-yl)phenyl)-N-methyl-N-(2,2,6,6-tetramethylpiperidin-4-yl)-1,3,4-thiadiazol-2-amine), CC(=O)O (AcOH), CC(=O)OC(=O)C (Ac2O), Phl(OAc)2, crude material. Reagents/catalysts: CC(=O)[O-].CC(=O)[O-].[Pd+2] (Pd(OAc)2). Run in CO (MeOH), CO (MeOH), CO (MeOH), CO (MeOH). Run at temperature 80 celsius, time 48 hour. Yields the product ClC=1C(=C(C=C(C1)C=1C=NN(C1)C)O)C=1SC(=NN1)N(C1CC(NC(C1)(C)C)(C)C)C (3-Chloro-2-(5-(methyl(2,2,6,6-tetramethylpiperidin-4-yl)amino)-1,3,4-thiadiazol-2-yl)-5-(1-methyl-1H-pyrazol-4-yl)phenol), solid. Yield: 5.0%. Reaction SMILES: [Cl:1][C:2]1[CH:7]=[C:6]([C:8]2[CH:9]=[N:10][N:11]([CH3:13])[CH:12]=2)[CH:5]=[CH:4][C:3]=1[C:14]1[S:18][C:17]([N:19]([CH3:30])[CH:20]2[CH2:25][C:24]([CH3:27])([CH3:26])[NH:23][C:22]([CH3:29])([CH3:28])[CH2:21]2)=[N:16][N:15]=1.CC(O)=[O:33].CC(OC(C)=O)=O>CO.CC([O-])=O.CC([O-])=O.[Pd+2]>[Cl:1][C:2]1[C:3]([C:14]2[S:18][C:17]([N:19]([CH3:30])[CH:20]3[CH2:21][C:22]([CH3:29])([CH3:28])[NH:23][C:24]([CH3:26])([CH3:27])[CH2:25]3)=[N:16][N:15]=2)=[C:4]([OH:33])[CH:5]=[C:6]([C:8]2[CH:9]=[N:10][N:11]([CH3:13])[CH:12]=2)[CH:7]=1 |f:4.5.6|. Procedure: To a stirred solution of 5-(2-chloro-4-(1-methyl-1H-pyrazol-4-yl)phenyl)-N-methyl-N-(2,2,6,6-tetramethylpiperidin-4-yl)-1,3,4-thiadiazol-2-amine (Example 25) (125 mg, 0.281 mmol) in 1:1 AcOH:Ac2O (2.8 mL) was added Phl(OAc)2 (127 mg, 0.393 mmol) followed by Pd(OAc)2 (6 mg, 0.028 mmol). The reaction mixture was warmed to 80° C. and stirred for 48 hours. The reaction mixture was cooled to room temperature, then diluted with MeOH (10 mL) and loaded onto a 2 g SCX cartridge (pre-wet with MeOH). The ... Reactants: O1C(CCCC1)OCCCCC(C(=O)N)C(=O)N (2-[4'-(Tetrahydro-2-pyranyloxy)butyl]-malonic acid diamide), [OH-].[Na+] (caustic soda), O (water), [H-].[Al+3].[Li+].[H-].[H-].[H-] (lithium aluminium hydride), O (water). Solvent: C1CCOC1 (THF), C1CCOC1 (THF). Conditions: temperature 0 celsius. Yields the product O1C(CCCC1)OCCCCC(CN)CN (2-[4'-(Tetrahydro-2-pyranyloxy)butyl]-1.3-propane diamine). Reaction SMILES: [H-].[Al+3].[Li+].[H-].[H-].[H-].[O:7]1[CH2:12][CH2:11][CH2:10][CH2:9][CH:8]1[O:13][CH2:14][CH2:15][CH2:16][CH2:17][CH:18]([C:22]([NH2:24])=O)[C:19]([NH2:21])=O.O.[OH-].[Na+]>C1COCC1>[O:7]1[CH2:12][CH2:11][CH2:10][CH2:9][CH:8]1[O:13][CH2:14][CH2:15][CH2:16][CH2:17][CH:18]([CH2:19][NH2:21])[CH2:22][NH2:24] |f:0.1.2.3.4.5,8.9|. Procedure details: 6.8 g (0.18 mol) of lithium aluminium hydride were added with exclusion of moisture to 400 ml of absolute THF in a 1000-ml round-bottomed flask with reflux condenser and dropping funnel. Next, 15.5 g (0.06 mol) of the substituted malonic acid amide [18] in 100 ml absolute THF was slowly added dropwise and reflux-heated for 4 hours, then cooled to 0° C. 8 ml of water was carefully added followed by 6 ml of 20% caustic soda solution and a further 30 ml of water. The mixture was filtered and the re... The reactants are C1(=CC=CC=C1)C (toluene), FC1=CC=C(NC(C)C)C=C1 (4fluoro-N-isopropylaniline), solution, ClCC(=O)Cl (chloroacetyl chloride). Solvent: N1=CC=CC=C1 (pyridine). The product is ClCC(=O)N(C1=CC=C(C=C1)F)C(C)C (N-chloroacetyl-4-fluoro-N-isopropylaniline). Isolated yield 97.0%. RXN SMILES: C1(C)C=CC=CC=1.[F:8][C:9]1[CH:18]=[CH:17][C:12]([NH:13][CH:14]([CH3:16])[CH3:15])=[CH:11][CH:10]=1.[Cl:19][CH2:20][C:21](Cl)=[O:22]>N1C=CC=CC=1>[Cl:19][CH2:20][C:21]([N:13]([CH:14]([CH3:16])[CH3:15])[C:12]1[CH:17]=[CH:18][C:9]([F:8])=[CH:10][CH:11]=1)=[O:22]. Procedure: To 100 ml dry toluene 15.3 g (0.1 m) 4fluoro-N-isopropylaniline and 8.7 ml (0.11 m) pyridine were added and stirred. To this solution 12.4 g (0.11 m) chloroacetyl chloride was added dropwise below 25° C. It was allowed to stir overnight at room temperature and the mixture was washed with 2×100 ml water. The organic layer was dried on anhydrous magnesium sulfate and evaporated to give 22.2 g pale yellow liquid, yield 97%.